This data is from the Open Reaction Database (ORD), a public repository of structured organic reaction records. The task is: describe an organic reaction: reactants, conditions, products, and yield Starting materials: C([C@@H]1[C@@H]2[C@@H]([C@H]([C@H](O1)O[C@@H]3[C@H](O[C@@H]([C@@H]([C@H]3O)O)O[C@@H]4[C@H](O[C@@H]([C@@H]([C@H]4O)O)O[C@@H]5[C@H](O[C@@H]([C@@H]([C@H]5O)O)O[C@@H]6[C@H](O[C@@H]([C@@H]([C@H]6O)O)O[C@@H]7[C@H](O[C@@H]([C@@H]([C@H]7O)O)O[C@@H]8[C@H](O[C@H](O2)[C@@H]([C@H]8O)O)CO)CO)CO)CO)CO)CO)O)O)O (β-CD), C([C@@H]1[C@@H]2[C@@H]([C@H]([C@H](O1)O[C@@H]3[C@H](O[C@@H]([C@@H]([C@H]3O)O)O[C@@H]4[C@H](O[C@@H]([C@@H]([C@H]4O)O)O[C@@H]5[C@H](O[C@@H]([C@@H]([C@H]5O)O)O[C@@H]6[C@H](O[C@@H]([C@@H]([C@H]6O)O)O[C@@H]7[C@H](O[C@@H]([C@@H]([C@H]7O)O)O[C@@H]8[C@H](O[C@H](O2)[C@@H]([C@H]8O)O)CO)CO)CO)CO)CO)CO)O)O)O (β-cyclodextrin), CCOC(=O)/N=C\1/C=[N+]([N-]O1)N2CCOCC2 (Molsidomin), C([C@@H]1[C@@H]2[C@@H]([C@H]([C@H](O1)O[C@@H]3[C@H](O[C@@H]([C@@H]([C@H]3O)O)O[C@@H]4[C@H](O[C@@H]([C@@H]([C@H]4O)O)O[C@@H]5[C@H](O[C@@H]([C@@H]([C@H]5O)O)O[C@@H]6[C@H](O[C@@H]([C@@H]([C@H]6O)O)O[C@@H]7[C@H](O[C@@H]([C@@H]([C@H]7O)O)O[C@@H]8[C@H](O[C@H](O2)[C@@H]([C@H]8O)O)CO)CO)CO)CO)CO)CO)O)O)O (β-CD), CCOC(=O)/N=C\1/C=[N+]([N-]O1)N2CCOCC2 (Molsidomin), CCOC(=O)/N=C\1/C=[N+]([N-]O1)N2CCOCC2 (Molsidomin). Solvent: C(C)O (ethyl alcohol). Conditions: time 30 minute. Product: CCOC(=O)/N=C\1/C=[N+]([N-]O1)N2CCOCC2.C([C@@H]1[C@@H]2[C@@H]([C@H]([C@H](O1)O[C@@H]3[C@H](O[C@@H]([C@@H]([C@H]3O)O)O[C@@H]4[C@H](O[C@@H]([C@@H]([C@H]4O)O)O[C@@H]5[C@H](O[C@@H]([C@@H]([C@H]5O)O)O[C@@H]6[C@H](O[C@@H]([C@@H]([C@H]6O)O)O[C@@H]7[C@H](O[C@@H]([C@@H]([C@H]7O)O)O[C@@H]8[C@H](O[C@H](O2)[C@@H]([C@H]8O)O)CO)CO)CO)CO)CO)CO)O)O)O (Molsidomin β-CD). RXN SMILES: [CH2:1]([OH:77])[C@H:2]1[O:7][C@@H:6]2[O:8][C@H:9]3[C@H:14]([OH:15])[C@@H:13]([OH:16])[C@@H:12]([O:17][C@H:18]4[C@H:23]([OH:24])[C@@H:22]([OH:25])[C@@H:21]([O:26][C@H:27]5[C@H:32]([OH:33])[C@@H:31]([OH:34])[C@@H:30]([O:35][C@H:36]6[C@H:41]([OH:42])[C@@H:40]([OH:43])[C@@H:39]([O:44][C@H:45]7[C@H:50]([OH:51])[C@@H:49]([OH:52])[C@@H:48]([O:53][C@H:54]8[C@H:60]([OH:61])[C@@H:59]([OH:62])[C@@H:57]([O:58][C@H:3]1[C@H:4]([OH:76])[C@H:5]2[OH:75])[O:56][C@@H:55]8[CH2:63][OH:64])[O:47][C@@H:46]7[CH2:65][OH:66])[O:38][C@@H:37]6[CH2:67][OH:68])[O:29][C@@H:28]5[CH2:69][OH:70])[O:20][C@@H:19]4[CH2:71][OH:72])[O:11][C@@H:10]3[CH2:73][OH:74].[CH3:78][CH2:79][O:80][C:81](/[N:83]=[C:84]1/[CH:85]=[N+:86]([N:89]2[CH2:94][CH2:93][O:92][CH2:91][CH2:90]2)[N-:87][O:88]/1)=[O:82]>C(O)C>[CH3:78][CH2:79][O:80][C:81](/[N:83]=[C:84]1/[CH:85]=[N+:86]([N:89]2[CH2:94][CH2:93][O:92][CH2:91][CH2:90]2)[N-:87][O:88]/1)=[O:82].[CH2:67]([OH:68])[C@H:37]1[O:38][C@@H:39]2[O:44][C@H:45]3[C@H:50]([OH:51])[C@@H:49]([OH:52])[C@@H:48]([O:53][C@H:54]4[C@H:60]([OH:61])[C@@H:59]([OH:62])[C@@H:57]([O:58][C@H:3]5[C@H:4]([OH:76])[C@@H:5]([OH:75])[C@@H:6]([O:8][C@H:9]6[C@H:14]([OH:15])[C@@H:13]([OH:16])[C@@H:12]([O:17][C@H:18]7[C@H:23]([OH:24])[C@@H:22]([OH:25])[C@@H:21]([O:26][C@H:27]8[C@H:32]([OH:33])[C@@H:31]([OH:34])[C@@H:30]([O:35][C@H:36]1[C@H:41]([OH:42])[C@H:40]2[OH:43])[O:29][C@@H:28]8[CH2:69][OH:70])[O:20][C@@H:19]7[CH2:71][OH:72])[O:11][C@@H:10]6[CH2:73][OH:74])[O:7][C@@H:2]5[CH2:1][OH:77])[O:56][C@@H:55]4[CH2:63][OH:64])[O:47][C@@H:46]3[CH2:65][OH:66] |f:3.4|. Procedure details: 6.6 g of β-cyclodextrin (5 mmoles, content 14%) and 0.6 g (2.5 mmoles) of Molsidomin are homogenized in a friction mortar protected from light if possible. 3 ml of a 50% ethyl alcohol are added and the dense suspension is stirred for further 30 minutes after spreading the product of hard lubricity and paste like consistence on a watch-glass, it is dried to constant weight in the presence of phosphoruspentoxide in an exsiccator. The product obtained is pulverized, its active ingredient content is... Starting materials: C1=C(C=CC2=CC=CC=C12)S(=O)(=O)N1[C@@H](CCC1)C(=O)O ((S)-1-(2-naphthylsulfonyl)pyrrolidine-2-carboxylic acid), C(C(=O)Cl)(=O)Cl (oxalyl dichloride). Run in C1=CC=CC=C1 (benzene). Conditions: time 8 hour. Yields the product C1=C(C=CC2=CC=CC=C12)S(=O)(=O)N1[C@@H](CCC1)C(=O)Cl ((S)-1-(2-naphthylsulfonyl)pyrrolidine-2-carbonyl chloride). RXN SMILES: [CH:1]1[C:10]2[C:5](=[CH:6][CH:7]=[CH:8][CH:9]=2)[CH:4]=[CH:3][C:2]=1[S:11]([N:14]1[CH2:18][CH2:17][CH2:16][C@H:15]1[C:19]([OH:21])=O)(=[O:13])=[O:12].C(Cl)(=O)C([Cl:25])=O>C1C=CC=CC=1>[CH:1]1[C:10]2[C:5](=[CH:6][CH:7]=[CH:8][CH:9]=2)[CH:4]=[CH:3][C:2]=1[S:11]([N:14]1[CH2:18][CH2:17][CH2:16][C@H:15]1[C:19]([Cl:25])=[O:21])(=[O:13])=[O:12]. Procedure: 15.6 g of (S)-1-(2-naphthylsulfonyl)pyrrolidine-2-carboxylic acid [Chem, Ber., 35, 3783 (1902)] are dissolved in 120 ml of anhydrous benzene, and 17.5 ml of oxalyl dichloride are added dropwise thereto under stirring. The mixture is allowed to stand at 40° to 50° C. overnight. Then, the mixture is condensed to dryness under reduced pressure, and the residue is recrystallized from a mixture of n-hexane and benzene. 14.3 g of (S)-1-(2-naphthylsulfonyl)pyrrolidine-2-carbonyl chloride are obtained. As a reaction SMILES: [NH:1]1[C:13]2[C:12]3[CH:11]=[CH:10][CH:9]=[CH:8][C:7]=3[N:6]=[C:5](O)[C:4]=2[N:3]=[CH:2]1.P(Cl)(Cl)([Cl:17])=O.C(=O)(O)[O-].[Na+]>>[Cl:17][C:5]1[C:4]2[N:3]=[CH:2][NH:1][C:13]=2[C:12]2[CH:11]=[CH:10][CH:9]=[CH:8][C:7]=2[N:6]=1 |f:2.3|. Product: ClC1=NC=2C=CC=CC2C2=C1N=CN2 (4-chloro-1H-imidazo[4,5-c]-quinoline). Reactants: N1C=NC=2C(=NC=3C=CC=CC3C21)O (1H-imidazo[4,5-c]quinolin-4-ol), P(=O)(Cl)(Cl)Cl (phosphorous oxychloride), C([O-])(O)=O.[Na+] (sodium bicarbonate). Procedure: A mixture of 500 mg of 1H-imidazo[4,5-c]quinolin-4-ol and about 6 mL of phosphorous oxychloride was heated on a steam bath for about 16 hours, then poured over ice. The mixture was neutralized with saturated sodium bicarbonate solution, then the solid was separated by filtration. The solid was dissolved in dilute hydrochloric acid, the mixture was filtered and the filtrate was neutralized with concentrated ammonium hydroxide to reprecipitate the product. Filtration and drying was followed by rec... Starting materials: C(C1=CC=CC=C1)N1CC(C(CC1)=O)C1=C(C=CC=C1)C (1-benzyl-3-o-tolyl-piperidin-4-one), N1CCOCC1 (morpholine), FC(C=1C=C(C(=O)Cl)C=C(C1)C(F)(F)F)(F)F (3,5-bistrifluoromethyl-benzoyl chloride). Yields the product FC(C=1C=C(C=C(C1)C(F)(F)F)C(=O)N1C[C@H]([C@H](CC1)N1CCOCC1)C1=C(C=CC=C1)C)(F)F (Rac-cis-(3,5-Bis-trifluoromethyl-phenyl)-(4-morpholin-4-yl-3-o-tolyl-piperidin-1-yl)-methanone). RXN SMILES: C([N:8]1[CH2:13][CH2:12][C:11](=O)[CH:10]([C:15]2[CH:20]=[CH:19][CH:18]=[CH:17][C:16]=2[CH3:21])[CH2:9]1)C1C=CC=CC=1.[NH:22]1[CH2:27][CH2:26][O:25][CH2:24][CH2:23]1.[F:28][C:29]([F:44])([F:43])[C:30]1[CH:31]=[C:32]([CH:36]=[C:37]([C:39]([F:42])([F:41])[F:40])[CH:38]=1)[C:33](Cl)=[O:34]>>[F:28][C:29]([F:44])([F:43])[C:30]1[CH:31]=[C:32]([C:33]([N:8]2[CH2:13][CH2:12][C@H:11]([N:22]3[CH2:27][CH2:26][O:25][CH2:24][CH2:23]3)[C@H:10]([C:15]3[CH:20]=[CH:19][CH:18]=[CH:17][C:16]=3[CH3:21])[CH2:9]2)=[O:34])[CH:36]=[C:37]([C:39]([F:42])([F:41])[F:40])[CH:38]=1. Reported procedure: The title compound, MS: m/e=501.2 (M+H+), was prepared in accordance with the general method of example 26 from 1-benzyl-3-o-tolyl-piperidin-4-one, morpholine and 3,5-bistrifluoromethyl-benzoyl chloride. The reactants are Amidine, ClP(C1=CC=CC=C1)C1=CC=CC=C1 (chlorodiphenylphosphine), CC1=CC=C(C(=N)NC2=C(C=CC=C2C)C)C=C1 (4-methyl-N1-(2,6-dimethylphenyl)benzamidine), C(CCC)[Li] (butyllithium). Reaction conditions: time 1 hour. Product: CC1=CC=C(C(=NP(C2=CC=CC=C2)C2=CC=CC=C2)NC2=C(C=CC=C2C)C)C=C1 (4-methyl-N1-(2,6-dimethylphenyl)-N2-(diphenylphosphino)-benzamidine). As a reaction SMILES: [CH3:1][C:2]1[CH:18]=[CH:17][C:5]([C:6]([NH:8][C:9]2[C:14]([CH3:15])=[CH:13][CH:12]=[CH:11][C:10]=2[CH3:16])=[NH:7])=[CH:4][CH:3]=1.C([Li])CCC.Cl[P:25]([C:32]1[CH:37]=[CH:36][CH:35]=[CH:34][CH:33]=1)[C:26]1[CH:31]=[CH:30][CH:29]=[CH:28][CH:27]=1>>[CH3:1][C:2]1[CH:3]=[CH:4][C:5]([C:6]([NH:8][C:9]2[C:14]([CH3:15])=[CH:13][CH:12]=[CH:11][C:10]=2[CH3:16])=[N:7][P:25]([C:32]2[CH:33]=[CH:34][CH:35]=[CH:36][CH:37]=2)[C:26]2[CH:31]=[CH:30][CH:29]=[CH:28][CH:27]=2)=[CH:17][CH:18]=1. Procedure: Procedure as described for NP Amidine I using the following amounts: 1.19 g of 4-methyl-N1-(2,6-dimethylphenyl)benzamidine (Amidine III, 5.0 mmol), 2.50 mL of 2.0 M butyllithium (5.0 mmol), 0.93 mL chlorodiphenylphosphine (5.0 mmol). After filtration to remove lithium chloride and removal of solvent, the oily product was treated with 20 mL of pentane. After 1 hour stiffing at room temperature, a white solid formed. The solution was concentrated to approximately 10 mL and filtered while cold, yie...